From a dataset of the Open Reaction Database (ORD), a public repository of structured organic reaction records. describe an organic reaction: reactants, conditions, products, and yield Starting materials: sterol, ketone, quinone, C1(CCCCC1)=O (cyclohexanone), CC([O-])C.[Al+3].CC([O-])C.CC([O-])C (aluminum isopropoxide), CC(C)([O-])C.[Al+3].CC(C)([O-])C.CC(C)([O-])C (aluminum tert-butoxide), CC(C)CCC[C@@H](C)[C@H]1CCC2=C3CC=C4C[C@H](CC[C@]4(C)[C@H]3CC[C@]12C)O (cholesta-5,8(14)-dien-3β-ol), [Cr](=O)(=O)([O-])O[Cr](=O)(=O)[O-].[NH+]1=CC=CC=C1.[NH+]1=CC=CC=C1 (pyridinium dichromate), sterol, CC(C)CCC[C@@H](C)[C@H]1CC[C@H]2C=3CCC4=CC(CC[C@]4(C)C3CC[C@]12C)=O (cholesta-4,8-dien-3-one). The solvent is CC(=O)C (acetone). The product is CC(C)CCC[C@@H](C)[C@H]1CC[C@H]2C=3CC=C4CC(CC[C@]4(C)C3CC[C@]12C)O (Cholesta-5,8-dien-3-ol), CC(C)CCC[C@@H](C)[C@H]1CCC2=C3CC=C4CC(CC[C@]4(C)[C@H]3CC[C@]12C)=O (cholesta-5,8(14)-dien-3-one). As a reaction SMILES: [CH3:1][CH:2]([CH2:4][CH2:5][CH2:6][C@H:7]([C@@H:9]1[C@:26]2([CH3:27])[C@H:12]([C:13]3[CH2:14][CH2:15][C:16]4[C@:21]([C:23]=3[CH2:24][CH2:25]2)([CH3:22])[CH2:20][CH2:19][C:18](=[O:28])[CH:17]=4)[CH2:11][CH2:10]1)[CH3:8])[CH3:3].C1(=O)CCCCC1.CC(C)[O-].[Al+3].CC(C)[O-].CC(C)[O-].CC(C)([O-])C.[Al+3].CC(C)([O-])C.CC(C)([O-])C.[Cr](O[Cr]([O-])(=O)=O)([O-])(=O)=O.[NH+]1C=CC=CC=1.[NH+]1C=CC=CC=1.CC(CCC[C@H]([C@@H]1[C@]2(C)C(=C3[C@H](CC2)[C@]2(C)C(C[C@@H](O)CC2)=CC3)CC1)C)C>CC(C)=O>[CH3:3][CH:2]([CH2:4][CH2:5][CH2:6][C@H:7]([C@@H:9]1[C@:26]2([CH3:27])[C@H:12]([C:13]3[CH2:14][CH:15]=[C:16]4[C@:21]([C:23]=3[CH2:24][CH2:25]2)([CH3:22])[CH2:20][CH2:19][CH:18]([OH:28])[CH2:17]4)[CH2:11][CH2:10]1)[CH3:8])[CH3:1].[CH3:3][CH:2]([CH2:4][CH2:5][CH2:6][C@H:7]([C@@H:9]1[C@:26]2([CH3:27])[C:12](=[C:13]3[C@H:23]([CH2:24][CH2:25]2)[C@:21]2([CH3:22])[C:16]([CH2:17][C:18](=[O:28])[CH2:19][CH2:20]2)=[CH:15][CH2:14]3)[CH2:11][CH2:10]1)[CH3:8])[CH3:1] |f:2.3.4.5,6.7.8.9,10.11.12|. Procedure details: Cholesta-5,8-dien-3-ol 1, which is synthesised as described in the literature [J. Lip. Res. 37, 1529, (1996)], can be oxidised in an Oppenauer reaction to give cholesta-4,8-dien-3-one 2 (scheme 1). In this reaction, the sterol is treated with a ketone like acetone, quinone or cyclohexanone in the presence of aluminum isopropoxide or aluminum tert-butoxide [e.g. J. Chem. Soc. Perkin 12667 (1994)]. The sterol can also be oxidised with pyridinium dichromate [vide Synth. Commun. 20 (1990), 1167]. Th... Starting materials: TEA, C(C1=CC=CC=C1)Br (benzyl bromide), BrC1=CC=C2C=CN=C(C2=C1)O (7-bromoisoquinolin-1-ol). Run in CN(C)C=O (DMF). Reaction conditions: temperature 80 celsius. The product is C(C1=CC=CC=C1)OC1=NC=CC2=CC=C(C=C12)Br (1-(Benzyloxy)-7-bromoisoquinoline). The yield is 91.3%. RXN SMILES: [Br:1][C:2]1[CH:11]=[C:10]2[C:5]([CH:6]=[CH:7][N:8]=[C:9]2[OH:12])=[CH:4][CH:3]=1.[CH2:13](Br)[C:14]1[CH:19]=[CH:18][CH:17]=[CH:16][CH:15]=1>CN(C=O)C>[CH2:13]([O:12][C:9]1[C:10]2[C:5](=[CH:4][CH:3]=[C:2]([Br:1])[CH:11]=2)[CH:6]=[CH:7][N:8]=1)[C:14]1[CH:19]=[CH:18][CH:17]=[CH:16][CH:15]=1. Procedure: To a 25 mL round-bottom flask containing 7-bromoisoquinolin-1-ol (500 mg, 2.23 mmol) was added TEA (0.467 mL, 3.35 mmol) and benzyl bromide (0.319 mL, 2.68 mmol) in DMF (10 mL) to give a brown solution. The reaction was heated to 80° C. overnight. After cooling to RT, the reaction mixture was concentrated in vacuo, and taken up in DCM and water. The aqueous layer was extracted with DCM (2×), and the combined organics fractions were washed with brine, dried over MgSO4, filtered, and concentrated ... Starting materials: ice water, IC1=C(C(=O)OC)C=CC=C1 (methyl 2-iodo-benzoate), BrN1C(CCC1=O)=O (N-bromosuccinimide), OS(=O)(=O)O (H2SO4). The solvent is C(C)(=O)O (acetic acid). Conditions: time 88 hour. The product is BrC=1C=CC(=C(C(=O)OC)C1)I (methyl 5-bromo-2-iodobenzoate). RXN SMILES: [I:1][C:2]1[CH:11]=[CH:10][CH:9]=[CH:8][C:3]=1[C:4]([O:6][CH3:7])=[O:5].[Br:12]N1C(=O)CCC1=O.OS(O)(=O)=O>C(O)(=O)C>[Br:12][C:9]1[CH:10]=[CH:11][C:2]([I:1])=[C:3]([CH:8]=1)[C:4]([O:6][CH3:7])=[O:5]. Reported procedure: To a stirred slurry of methyl 2-iodo-benzoate (5.0 g, 0.019 mol) and N-bromosuccinimide (3.74 g, 0.021 mol) in acetic acid (10 mL) was added concentrated H2SO4 (10 mL) dropwise, keeping the temperature at 20-40° C. The mixture was stirred at room temperature for 88 hours and then heated at 50° C. for 4 hours. The mixture was cooled to 10° C., treated with 40 g of ice water, and extracted with 50 mL of CH2Cl2. The organic phase was washed in succession with 2×50 mL 5% NaHCO3, 50 mL 10% Na2S2O3, 5... RXN SMILES: [CH2:23]([C:24]#[CH:25])[Br:26].[CH3:29][CH2:30][OH:31].[K+:28].[O:1]1[CH:2]([CH:7]=[C:8]2[c:9]3[c:10]([cH:19][cH:20][cH:21][cH:22]3)[CH2:11][CH2:12][c:13]3[c:14]2[cH:15][cH:16][cH:17][cH:18]3)[CH2:3][NH:4][CH2:5][CH2:6]1.[OH-:27].[OH2:32]>>[O:1]1[CH:2]([CH:7]=[C:8]2[c:9]3[c:10]([cH:19][cH:20][cH:21][cH:22]3)[CH2:11][CH2:12][c:13]3[c:14]2[cH:15][cH:16][cH:17][cH:18]3)[CH2:3][N:4]([CH2:25][C:24]#[CH:23])[CH2:5][CH2:6]1. The product is C#CCN1CCOC(C=C2c3ccccc3CCc3ccccc32)C1. Starting materials: C#CCBr, CCO, [K+], C(=C1c2ccccc2CCc2ccccc21)C1CNCCO1, [OH-], O. Reactants: [C-]#N, [C-]#N, COC(=O)c1cc(Br)c(F)c(F)c1Nc1ccccc1Cl, CN1CCCC1=O, [Zn+2]. Yields the product COC(=O)c1cc(C#N)c(F)c(F)c1Nc1ccccc1Cl. As a reaction SMILES: [C-:29]#[N:30].[C-:32]#[N:33].[CH3:1][O:2][C:3]([c:4]1[c:5]([NH:13][c:14]2[c:15]([Cl:20])[cH:16][cH:17][cH:18][cH:19]2)[c:6]([F:12])[c:7]([F:11])[c:8]([Br:10])[cH:9]1)=[O:21].[CH3:22][N:23]1[CH2:24][CH2:25][CH2:26][C:27]1=[O:28].[Zn+2:31]>>[CH3:1][O:2][C:3]([c:4]1[c:5]([NH:13][c:14]2[c:15]([Cl:20])[cH:16][cH:17][cH:18][cH:19]2)[c:6]([F:12])[c:7]([F:11])[c:8]([C:22]#[N:23])[cH:9]1)=[O:21]. Starting materials: CCN(CC)S(F)(F)F, COc1nc(C=Cc2nc3n(n2)CCCC3(O)c2ccccc2C(F)(F)F)ccc1-n1cnc(C)c1, CCOC(C)=O, ClCCl, O. Yields the product COc1nc(C=Cc2nc3n(n2)CCC=C3c2ccccc2C(F)(F)F)ccc1-n1cnc(C)c1. RXN SMILES: [CH2:37]([N:38]([S:39]([F:40])([F:41])[F:42])[CH2:43][CH3:44])[CH3:45].[CH3:1][O:2][c:3]1[c:4](-[n:31]2[cH:32][n:33][c:34]([CH3:36])[cH:35]2)[cH:5][cH:6][c:7]([CH:9]=[CH:10][c:11]2[n:12][n:13]3[c:14]([n:30]2)[C:15]([OH:19])([c:20]2[c:21]([C:26]([F:27])([F:28])[F:29])[cH:22][cH:23][cH:24][cH:25]2)[CH2:16][CH2:17][CH2:18]3)[n:8]1.[CH3:46][CH2:47][O:48][C:49](=[O:50])[CH3:51].[Cl:53][CH2:54][Cl:55].[OH2:52]>>[CH3:1][O:2][c:3]1[c:4](-[n:31]2[cH:32][n:33][c:34]([CH3:36])[cH:35]2)[cH:5][cH:6][c:7]([CH:9]=[CH:10][c:11]2[n:12][n:13]3[c:14]([n:30]2)[C:15]([c:20]2[c:21]([C:26]([F:27])([F:28])[F:29])[cH:22][cH:23][cH:24][cH:25]2)=[CH:16][CH2:17][CH2:18]3)[n:8]1.